From a dataset of the Open Reaction Database (ORD), a public repository of structured organic reaction records. describe an organic reaction: reactants, conditions, products, and yield Starting materials: FC(C(=O)O)(C(C(C(C(C(C(C(C(F)(F)F)(F)F)(F)F)(F)F)(F)F)(F)F)(F)F)(F)F)F (Perfluorodecanoic acid), BrBr (bromine), FF (fluorine). Run in 113. Yields the product FC(C(C(C(C(C(C(C(C(F)(F)F)(F)F)(F)F)(F)F)(F)F)(F)F)(F)F)(F)F)(F)Br (perfluorononyl bromide). Yield: 149.0%. Reaction SMILES: [F:1][C:2]([F:31])([C:6]([F:30])([F:29])[C:7]([F:28])([F:27])[C:8]([F:26])([F:25])[C:9]([F:24])([F:23])[C:10]([F:22])([F:21])[C:11]([F:20])([F:19])[C:12]([F:18])([F:17])[C:13]([F:16])([F:15])[F:14])C(O)=O.[Br:32]Br.FF>>[F:1][C:2]([Br:32])([F:31])[C:6]([F:30])([F:29])[C:7]([F:28])([F:27])[C:8]([F:26])([F:25])[C:9]([F:24])([F:23])[C:10]([F:22])([F:21])[C:11]([F:20])([F:19])[C:12]([F:18])([F:17])[C:13]([F:16])([F:15])[F:14]. Procedure: Perfluorodecanoic acid 788 g (1.53 mole), bromine 144 g (0.90 mole) and Freon 113 (200 ml) were treated with fluorine at 30°-38° C. according to the method of Example 3. Approximately 736 g of perfluorononyl bromide (88% yield) was produced. The perfluoroalkyl halide has a boiling point between 95°-6° C./20 mm Hg and a melting point of 30° C.